This data is from the Open Reaction Database (ORD), a public repository of structured organic reaction records. The task is: describe an organic reaction: reactants, conditions, products, and yield RXN SMILES: [CH3:10][O:11][c:12]1[cH:13][cH:14][c:15]([CH2:16][Cl:17])[cH:18][cH:19]1.[CH3:1][c:2]1[n:3][nH:4][c:5]([CH3:7])[cH:6]1.[CH3:20][N:21]([CH3:22])[CH:23]=[O:24].[Cl-:25].[H-:8].[NH4+:26].[Na+:9]>>[CH3:1][c:2]1[n:3]([CH2:16][c:15]2[cH:14][cH:13][c:12]([O:11][CH3:10])[cH:19][cH:18]2)[n:4][c:5]([CH3:7])[cH:6]1. Reactants: COc1ccc(CCl)cc1, Cc1cc(C)[nH]n1, CN(C)C=O, [Cl-], [H-], [NH4+], [Na+]. Yields the product COc1ccc(Cn2nc(C)cc2C)cc1. Reactants: [H-].[Na+] (Sodium hydride), ClC1=NNC(C2=CC=CC=C12)=O (4-chloro-2H-phthalazin-1-one), C(C1=CC=CC=C1)Br (Benzyl bromide). The solvent is C(C)(=O)OCC (ethyl acetate), CN(C)C=O (DMF). Reaction conditions: temperature 10 celsius, time 15 minute. Yields the product C(C1=CC=CC=C1)N1C(C2=CC=CC=C2C(=N1)Cl)=O (2-benzyl-4-chloro-2H-phthalazin-1-one). Yield: 90.1%. RXN SMILES: [H-].[Na+].[Cl:3][C:4]1[C:13]2[C:8](=[CH:9][CH:10]=[CH:11][CH:12]=2)[C:7](=[O:14])[NH:6][N:5]=1.[CH2:15](Br)[C:16]1[CH:21]=[CH:20][CH:19]=[CH:18][CH:17]=1>CN(C=O)C.C(OCC)(=O)C>[CH2:15]([N:6]1[N:5]=[C:4]([Cl:3])[C:13]2[C:8](=[CH:9][CH:10]=[CH:11][CH:12]=2)[C:7]1=[O:14])[C:16]1[CH:21]=[CH:20][CH:19]=[CH:18][CH:17]=1 |f:0.1|. Reported procedure: Sodium hydride (60% suspension in mineral oil, 0.92 g, 22.8 mmol) was added in one portion to a stirred suspension of 4-chloro-2H-phthalazin-1-one (3.74 g, 20.7 mmol) in anhydrous DMF (80 mL). The reaction was stirred for 15 min and then cooled to 10° C. Benzyl bromide (4.25 g, 24.8 mmol) was added drop wise and the reaction mixture was then stirred for 21 h at rt. After that time the reaction was diluted with ethyl acetate (200 mL), washed with water (5×80 mL) then brine (80 mL), dried over MgS...